From a dataset of the Open Reaction Database (ORD), a public repository of structured organic reaction records. describe an organic reaction: reactants, conditions, products, and yield The reactants are NC1=CC=C(C(=O)N(C2=C(C=CC=C2)C(=O)OC)CCN2CCC(CC2)C(C2=CC=C(C=C2)F)=O)C=C1 (4-amino-N-{2-[4-(4-fluorobenzoyl)piperidino]ethyl}-N-(2-methoxycarbonylphenyl)benzamide), C(C)(=O)OC(C)=O (acetic anhydride). Product: C(C)(=O)NC1=CC=C(C(=O)N(C2=C(C=CC=C2)C(=O)OC)CCN2CCC(CC2)C(C2=CC=C(C=C2)F)=O)C=C1 (4-Acetylamino-N-{2-[4-(4-fluorobenzoyl)piperidino]ethyl}-N-(2-methoxycarbonylphenyl)benzamide). The yield is 95.8%. Reaction SMILES: [NH2:1][C:2]1[CH:37]=[CH:36][C:5]([C:6]([N:8]([CH2:19][CH2:20][N:21]2[CH2:26][CH2:25][CH:24]([C:27](=[O:35])[C:28]3[CH:33]=[CH:32][C:31]([F:34])=[CH:30][CH:29]=3)[CH2:23][CH2:22]2)[C:9]2[CH:14]=[CH:13][CH:12]=[CH:11][C:10]=2[C:15]([O:17][CH3:18])=[O:16])=[O:7])=[CH:4][CH:3]=1.[C:38](OC(=O)C)(=[O:40])[CH3:39]>>[C:38]([NH:1][C:2]1[CH:3]=[CH:4][C:5]([C:6]([N:8]([CH2:19][CH2:20][N:21]2[CH2:22][CH2:23][CH:24]([C:27](=[O:35])[C:28]3[CH:33]=[CH:32][C:31]([F:34])=[CH:30][CH:29]=3)[CH2:25][CH2:26]2)[C:9]2[CH:14]=[CH:13][CH:12]=[CH:11][C:10]=2[C:15]([O:17][CH3:18])=[O:16])=[O:7])=[CH:36][CH:37]=1)(=[O:40])[CH3:39]. Procedure: Using 4-amino-N-{2-[4-(4-fluorobenzoyl)piperidino]ethyl}-N-(2-methoxycarbonylphenyl)benzamide (291.0 mg, 0.58 mmol) and acetic anhydride (0.11 ml, 1.16 mmol), the procedure of Inventive Example 94 was repeated to obtain 303.0 mg (96.0%) of the title compound in a colorless amorphous form. Reactants: CC(C)(C)OC(=O)N1CCNCC1, CCO, Fc1ccc(-c2cc(Cl)nc(Cl)n2)cc1Cl, [Na+], O=C([O-])O. Yields the product CC(C)(C)OC(=O)N1CCN(c2cc(-c3ccc(F)c(Cl)c3)nc(Cl)n2)CC1. As a reaction SMILES: [C:22]([CH3:23])([CH3:24])([CH3:25])[O:26][C:27](=[O:28])[N:29]1[CH2:30][CH2:31][NH:32][CH2:33][CH2:34]1.[CH3:35][CH2:36][OH:37].[Cl:1][c:2]1[n:3][c:4](-[c:9]2[cH:10][c:11]([Cl:16])[c:12]([F:15])[cH:13][cH:14]2)[cH:5][c:6]([Cl:8])[n:7]1.[Na+:21].[O-:17][C:18]([OH:19])=[O:20]>>[Cl:1][c:2]1[n:3][c:4](-[c:9]2[cH:10][c:11]([Cl:16])[c:12]([F:15])[cH:13][cH:14]2)[cH:5][c:6]([N:32]2[CH2:31][CH2:30][N:29]([C:27]([O:26][C:22]([CH3:23])([CH3:24])[CH3:25])=[O:28])[CH2:34][CH2:33]2)[n:7]1. Starting materials: C1CCOC1, CNC, O=Cc1csc(Cl)n1. Yields the product CN(C)c1nc(C=O)cs1. RXN SMILES: [CH2:12]1[O:13][CH2:14][CH2:15][CH2:16]1.[CH3:9][NH:10][CH3:11].[Cl:1][c:2]1[s:3][cH:4][c:5]([CH:7]=[O:8])[n:6]1>>[c:2]1([N:10]([CH3:9])[CH3:11])[s:3][cH:4][c:5]([CH:7]=[O:8])[n:6]1. Starting materials: COC(=O)c1cc(I)c(OCc2ccccc2)c(C(C)(C)C)c1, Cc1ccc(B(O)O)cc1, [Cs+], [F-], C1COCCO1, c1ccc(P(c2ccccc2)(c2ccccc2)[Pd](P(c2ccccc2)(c2ccccc2)c2ccccc2)(P(c2ccccc2)(c2ccccc2)c2ccccc2)P(c2ccccc2)(c2ccccc2)c2ccccc2)cc1. Product: COC(=O)c1cc(-c2ccc(C)cc2)c(OCc2ccccc2)c(C(C)(C)C)c1. As a reaction SMILES: [CH2:1]([c:2]1[cH:3][cH:4][cH:5][cH:6][cH:7]1)[O:8][c:9]1[c:10]([C:20]([CH3:21])([CH3:22])[CH3:23])[cH:11][c:12]([C:13](=[O:14])[O:15][CH3:16])[cH:17][c:18]1[I:19].[CH3:24][c:25]1[cH:26][cH:27][c:28]([B:31]([OH:32])[OH:33])[cH:29][cH:30]1.[Cs+:35].[F-:34].[O:36]1[CH2:37][CH2:38][O:39][CH2:40][CH2:41]1.[cH:42]1[cH:43][cH:44][c:45]([P:46]([Pd:47]([P:48]([c:49]2[cH:50][cH:51][cH:52][cH:53][cH:54]2)([c:55]2[cH:56][cH:57][cH:58][cH:59][cH:60]2)[c:61]2[cH:62][cH:63][cH:64][cH:65][cH:66]2)([P:67]([c:68]2[cH:69][cH:70][cH:71][cH:72][cH:73]2)([c:74]2[cH:75][cH:76][cH:77][cH:78][cH:79]2)[c:80]2[cH:81][cH:82][cH:83][cH:84][cH:85]2)[P:86]([c:87]2[cH:88][cH:89][cH:90][cH:91][cH:92]2)([c:93]2[cH:94][cH:95][cH:96][cH:97][cH:98]2)[c:99]2[cH:100][cH:101][cH:102][cH:103][cH:104]2)([c:105]2[cH:106][cH:107][cH:108][cH:109][cH:110]2)[c:111]2[cH:112][cH:113][cH:114][cH:115][cH:116]2)[cH:117][cH:118]1>>[CH2:1]([c:2]1[cH:3][cH:4][cH:5][cH:6][cH:7]1)[O:8][c:9]1[c:10]([C:20]([CH3:21])([CH3:22])[CH3:23])[cH:11][c:12]([C:13](=[O:14])[O:15][CH3:16])[cH:17][c:18]1-[c:28]1[cH:27][cH:26][c:25]([CH3:24])[cH:30][cH:29]1. Starting materials: [BH4-], O=C1CCN(c2ccc(Br)cc2)CC1, CCO, [Na+]. The product is OC1CCN(c2ccc(Br)cc2)CC1. As a reaction SMILES: [BH4-:15].[Br:1][c:2]1[cH:3][cH:4][c:5]([N:8]2[CH2:9][CH2:10][C:11](=[O:14])[CH2:12][CH2:13]2)[cH:6][cH:7]1.[CH3:17][CH2:18][OH:19].[Na+:16]>>[Br:1][c:2]1[cH:3][cH:4][c:5]([N:8]2[CH2:9][CH2:10][CH:11]([OH:14])[CH2:12][CH2:13]2)[cH:6][cH:7]1.